This data is from the Open Reaction Database (ORD), a public repository of structured organic reaction records. The task is: describe an organic reaction: reactants, conditions, products, and yield The reactants are BrC=1C=CC(=C(C(=O)O)C1)F (5-Bromo-2-fluoro-benzoic acid), C(C)OC(C=CC1=CC(=CC=C1)N)=O (3-(3-Amino-phenyl)-acrylic acid ethyl ester). The product is C(C)OC(C=CC1=CC(=CC=C1)NC(C1=C(C=CC(=C1)Br)F)=O)=O (3-[3-(5-Bromo-2-fluoro-benzoylamino)-phenyl]-acrylic acid ethyl ester). Reaction SMILES: [Br:1][C:2]1[CH:3]=[CH:4][C:5]([F:11])=[C:6]([CH:10]=1)[C:7]([OH:9])=O.[CH2:12]([O:14][C:15](=[O:25])[CH:16]=[CH:17][C:18]1[CH:23]=[CH:22][CH:21]=[C:20]([NH2:24])[CH:19]=1)[CH3:13]>>[CH2:12]([O:14][C:15](=[O:25])[CH:16]=[CH:17][C:18]1[CH:23]=[CH:22][CH:21]=[C:20]([NH:24][C:7](=[O:9])[C:6]2[CH:10]=[C:2]([Br:1])[CH:3]=[CH:4][C:5]=2[F:11])[CH:19]=1)[CH3:13]. Reported procedure: 5-Bromo-2-fluoro-benzoic acid (250 mg, 1.14 mmol) was coupled to aniline (60) (240 mg, 1.26 mmol) using Method D. The residue was purified by column chromatography eluting with a stepped gradient of 10-15% EtOAc in heptane to give the title compound. Reaction SMILES: FC(F)(F)C(O)=O.C(OC(=O)[N:14]([CH2:22][CH2:23][CH2:24][O:25][C:26]1[C:31]2[C:32]([CH3:43])=[C:33]([CH:35]=[CH:36][C:37]3[CH:42]=[CH:41][CH:40]=[CH:39][CH:38]=3)[O:34][C:30]=2[CH:29]=[CH:28][CH:27]=1)[CH2:15][C:16]1[CH:17]=[N:18][CH:19]=[CH:20][CH:21]=1)(C)(C)C.ClCCl>ClCCl>[CH3:43][C:32]1[C:31]2[C:26]([O:25][CH2:24][CH2:23][CH2:22][NH:14][CH2:15][C:16]3[CH:17]=[N:18][CH:19]=[CH:20][CH:21]=3)=[CH:27][CH:28]=[CH:29][C:30]=2[O:34][C:33]=1/[CH:35]=[CH:36]/[C:37]1[CH:38]=[CH:39][CH:40]=[CH:41][CH:42]=1 |f:1.2|. Solvent: ClCCl (dichloromethane). Product: CC1=C(OC2=C1C(=CC=C2)OCCCNCC=2C=NC=CC2)\C=C\C2=CC=CC=C2 ((E)-[3-(3-methyl-2-styryl-benzofuran-4-yloxy)-propyl]-pyridin-3-ylmethyl-amine). Reported procedure: To a solution of 10% trifluoroacetic acid in dichloromethane [3-(3-methyl-2-styryl-benzofuran-4-yloxy)-propyl]-pyridin-3-ylmethyl-carbamic acid tert-butyl ester (15 mg) in dichloromethane (1 ml) was added with ice-cooling. After 3 hours, the mixture was quenched with saturated sodium hydrogen carbonate solution and extracted with ethyl acetate. The organic layer was washed with brine and dried over anhydrous sodium sulfate. After filtration, the filtrate was concentrated under reduced pressure a... Yield: 68.3%. Reaction conditions: time 3 hour. Reactants: FC(C(=O)O)(F)F (trifluoroacetic acid), C(C)(C)(C)OC(N(CC=1C=NC=CC1)CCCOC1=CC=CC2=C1C(=C(O2)C=CC2=CC=CC=C2)C)=O.ClCCl (dichloromethane [3-(3-methyl-2-styryl-benzofuran-4-yloxy)-propyl]-pyridin-3-ylmethyl-carbamic acid tert-butyl ester). The reactants are CCO, [N-]=[N+]=NCCOc1ccc2[nH]nc(S(=O)(=O)c3cccc4ccccc34)c2c1. Product: NCCOc1ccc2[nH]nc(S(=O)(=O)c3cccc4ccccc34)c2c1. Reaction SMILES: [CH3:29][CH2:30][OH:31].[N:1](=[N+:2]=[N-:3])[CH2:4][CH2:5][O:6][c:7]1[cH:8][c:9]2[c:10]([S:16](=[O:17])(=[O:18])[c:19]3[cH:20][cH:21][cH:22][c:23]4[cH:24][cH:25][cH:26][cH:27][c:28]34)[n:11][nH:12][c:13]2[cH:14][cH:15]1>>[NH2:1][CH2:4][CH2:5][O:6][c:7]1[cH:8][c:9]2[c:10]([S:16](=[O:17])(=[O:18])[c:19]3[cH:20][cH:21][cH:22][c:23]4[cH:24][cH:25][cH:26][cH:27][c:28]34)[n:11][nH:12][c:13]2[cH:14][cH:15]1. Reactants: [H][H] (hydrogen), C1(C(C2=CC=CC3=CC=CC1=C23)=O)=O (Acenaphthenequinone), 2B, NC1=C(C=C(C=C1[N+](=O)[O-])C(F)(F)F)[N+](=O)[O-] (4-amino-3,5-dinitrobenzotrifluoride), NC1=C(C=C(C=C1[N+](=O)[O-])C(F)(F)F)[N+](=O)[O-] (4-amino-3,5-dinitrobenzotrifluoride). Reagents/catalysts: [Pd] (palladium-on-carbon). The solvent is C(C)O (ethanol). Product: FC(C=1C=C2N=C3C(=NC2=CC1)C=1C=CC=C2C=CC=C3C12)(F)F (9-(trifluoromethyl)acenaphtho[1,2-b]quinoxaline). Yield: 50.0%. Reaction SMILES: [C:1]1(=O)[C:11]2=[C:12]3[C:7](=[CH:8][CH:9]=[CH:10]2)[CH:6]=[CH:5][CH:4]=[C:3]3[C:2]1=O.[NH2:15][C:16]1[C:21]([N+]([O-])=O)=[CH:20][C:19]([C:25]([F:28])([F:27])[F:26])=[CH:18][C:17]=1[N+:29]([O-])=O.[H][H]>[Pd].C(O)C>[F:26][C:25]([F:27])([F:28])[C:19]1[CH:18]=[C:17]2[C:16](=[CH:21][CH:20]=1)[N:15]=[C:2]1[C:3]3[CH:4]=[CH:5][CH:6]=[C:7]4[C:12]=3[C:11]([C:1]1=[N:29]2)=[CH:10][CH:9]=[CH:8]4. Procedure details: Acenaphthenequinone, 9.1 g. (0.05m), and 10.3 g. (0.05m) of 4-amino-3-nitrobenzotrifluoride were hydrogenated at room temperature in 125 ml. of 2B ethanol with 2.5 g. of palladium-on-carbon (5 percent) at 50 psi. After 4 hours three equivalents of hydrogen were absorbed and the temperature rose to 40° C. The catalyst was filtered and the filtrate was diluted with 1.2 l. of ethanol. The reaction was completed by refluxing the ethanolic solution for about 1 hour. The precipitated product was colle... Reactants: Nc1cc(Br)cc(C(F)(F)F)c1, O=C([O-])[O-], Cc1c[nH]cn1, CS(C)=O, [K+], [K+], Oc1cccc2cccnc12. Product: Cc1cn(-c2cc(N)cc(C(F)(F)F)c2)cn1. RXN SMILES: [Br:1][c:2]1[cH:3][c:4]([NH2:5])[cH:6][c:7]([C:9]([F:10])([F:11])[F:12])[cH:8]1.[C:19](=[O:20])([O-:21])[O-:22].[CH3:13][c:14]1[n:15][cH:16][nH:17][cH:18]1.[CH3:36][S:37]([CH3:38])=[O:39].[K+:23].[K+:24].[OH:25][c:26]1[cH:27][cH:28][cH:29][c:30]2[c:31]1[n:32][cH:33][cH:34][cH:35]2>>[c:2]1(-[n:17]2[cH:16][n:15][c:14]([CH3:13])[cH:18]2)[cH:3][c:4]([NH2:5])[cH:6][c:7]([C:9]([F:10])([F:11])[F:12])[cH:8]1.